Dataset: the Open Reaction Database (ORD), a public repository of structured organic reaction records. Task: describe an organic reaction: reactants, conditions, products, and yield Reactants: ice water, CO (methanol), C1(=CC=C(C=C1)S(=O)(=O)O)C (p-toluenesulfonic acid), O[C@H]1[C@@H]2[C@H]3CCC(C=C3CC[C@H]2[C@@H]2CCC([C@@]2(C)C1)=O)=O (11α-hydroxy-estr-4-ene-3,17-dione), C(C)(=O)OC(C)=O (acetic anhydride), N1=CC=CC=C1 (pyridine). Conditions: temperature -30 celsius, time 5 hour. The product is C(C)(=O)OC1=CC2=CC[C@H]3[C@@H]4CCC([C@@]4(C)C[C@H]([C@@H]3[C@H]2CC1)OC(C)=O)=O (3,11α-diacetoxy-estra-3,5-dien-17-one). Reaction SMILES: [C:1]1([CH3:11])C=CC(S(O)(=O)=O)=CC=1.[OH:12][C@@H:13]1[CH2:30][C@@:28]2([CH3:29])[C@@H:24]([CH2:25][CH2:26][C:27]2=[O:31])[C@H:23]2[C@H:14]1[C@@H:15]1[C:20]([CH2:21][CH2:22]2)=[CH:19][C:18](=[O:32])[CH2:17][CH2:16]1.N1C=CC=CC=1.C[OH:40].[C:41](OC(=O)C)(=[O:43])[CH3:42]>>[C:41]([O:32][C:18]1[CH2:17][CH2:16][C@H:15]2[C:20](=[CH:21][CH2:22][C@@H:23]3[C@@H:14]2[C@H:13]([O:12][C:1](=[O:40])[CH3:11])[CH2:30][C@@:28]2([CH3:29])[C@H:24]3[CH2:25][CH2:26][C:27]2=[O:31])[CH:19]=1)(=[O:43])[CH3:42]. Procedure details: 10 g of p-toluenesulfonic acid is added to 100 g of 11α-hydroxy-estr-4-ene-3,17-dione in 1 liter of acetic anhydride at room temperature. After 5 hours, the solution is stirred into pyridine-containing ice/water, the precipitated product is suctioned off and washed neutral with water. The water-moistened crude product that is obtained is mixed with 200 ml of methanol, stirred for 30 minutes at −30° C., the crystallizate is suctioned off, washed with cold methanol and dried in a vacuum at 50° C. ... Starting materials: ClCCl, CC(C)(C)OC(=O)NC1C(=O)NC1CN=[N+]=[N-], O=C(O)C(F)(F)F. The product is [N-]=[N+]=NCC1NC(=O)C1N. Reaction SMILES: [CH2:25]([Cl:26])[Cl:27].[N:1](=[N+:2]=[N-:3])[CH2:4][CH:5]1[NH:6][C:7](=[O:17])[CH:8]1[NH:9][C:10]([O:11][C:12]([CH3:13])([CH3:14])[CH3:15])=[O:16].[OH:18][C:19]([C:20]([F:21])([F:22])[F:23])=[O:24]>>[N:1](=[N+:2]=[N-:3])[CH2:4][CH:5]1[NH:6][C:7](=[O:17])[CH:8]1[NH2:9]. Reactants: Cl.C(CCC)OC([C@@H](NC([C@@H](NC([C@H]1N(C(CC1)=O)C(=O)OCC1=CC=CC=C1)=O)CC1=CC=CC=C1)=O)CCCNC(N)=N)OCCCC (N-benzyloxycarbonyl-L-pyroglutamyl-L-phenylalanyl-L-argininal dibutylacetal hydrochloride), Cl (hydrochloric acid), [OH-].[Na+] (sodium hydroxide). Solvent: C(C)#N (acetonitrile). Yields the product Cl.C(C1=CC=CC=C1)OC(=O)N1[C@@H](CCC1=O)C(=O)N[C@@H](CC1=CC=CC=C1)C(=O)N[C@@H](CCCNC(N)=N)C=O (N-benzyloxycarbonyl-L-pyroglutamyl-L-phenylalanyl-L-argininal hydrochloride). Isolated yield 61.3%. RXN SMILES: [ClH:1].C([O:6][CH:7](OCCCC)[C@H:8]([CH2:39][CH2:40][CH2:41][NH:42][C:43](=[NH:45])[NH2:44])[NH:9][C:10](=[O:38])[C@H:11]([CH2:31][C:32]1[CH:37]=[CH:36][CH:35]=[CH:34][CH:33]=1)[NH:12][C:13](=[O:30])[C@@H:14]1[CH2:18][CH2:17][C:16](=[O:19])[N:15]1[C:20]([O:22][CH2:23][C:24]1[CH:29]=[CH:28][CH:27]=[CH:26][CH:25]=1)=[O:21])CCC.Cl.[OH-].[Na+]>C(#N)C>[ClH:1].[CH2:23]([O:22][C:20]([N:15]1[C:16](=[O:19])[CH2:17][CH2:18][C@H:14]1[C:13]([NH:12][C@H:11]([C:10]([NH:9][C@H:8]([CH:7]=[O:6])[CH2:39][CH2:40][CH2:41][NH:42][C:43](=[NH:44])[NH2:45])=[O:38])[CH2:31][C:32]1[CH:37]=[CH:36][CH:35]=[CH:34][CH:33]=1)=[O:30])=[O:21])[C:24]1[CH:25]=[CH:26][CH:27]=[CH:28][CH:29]=1 |f:0.1,3.4,6.7|. Procedure: To a solution of N-benzyloxycarbonyl-L-pyroglutamyl-L-phenylalanyl-L-argininal dibutylacetal hydrochloride (72 mg, 0.10 mmol) in acetonitrile (10 ml) was added 1N hydrochloric acid aqueous solution (5 ml). The mixture was reacted at 36° C. for 1.5 hour with stirring. After completion of the reaction, pH of the reaction mixture was adjusted to 4.8 with 1N sodium hydroxide aqueous solution. The solvent was distilled off under reduced pressure and chloroform was added to the residue. Insoluble matt... The reactants are O (H2O), ClC=1C(=CC=C2CCNC(C12)=O)O (8-chloro-7-hydroxy-3,4-dihydroisoquinolin-1(2H)-one), CS(=O)(=O)OC(C(F)(F)F)C (1,1,1-trifluoropropan-2-yl methanesulfonate), C(=O)([O-])[O-].[K+].[K+] (K2CO3). Run in CN(C)C=O (DMF). Reaction conditions: temperature 140 celsius, time 48 hour. Yields the product ClC=1C(=CC=C2CCNC(C12)=O)OC(C(F)(F)F)C (8-chloro-7-[(1,1,1-trifluoropropan-2-yl)oxy]-3,4-dihydroisoquinolin-1(2H)-one). Isolated yield 15.1%. RXN SMILES: [Cl:1][C:2]1[C:3]([OH:13])=[CH:4][CH:5]=[C:6]2[C:11]=1[C:10](=[O:12])[NH:9][CH2:8][CH2:7]2.CS(O[CH:19]([CH3:24])[C:20]([F:23])([F:22])[F:21])(=O)=O.C([O-])([O-])=O.[K+].[K+].O>CN(C=O)C>[Cl:1][C:2]1[C:3]([O:13][CH:19]([CH3:24])[C:20]([F:23])([F:22])[F:21])=[CH:4][CH:5]=[C:6]2[C:11]=1[C:10](=[O:12])[NH:9][CH2:8][CH2:7]2 |f:2.3.4|. Procedure: A mixture of 8-chloro-7-hydroxy-3,4-dihydroisoquinolin-1(2H)-one (1e, 120 mg, 0.610 mmol), 1,1,1-trifluoropropan-2-yl methanesulfonate (526 mg, 2.74 mmol), and K2CO3 (420 mg, 3.05 mmol) in dry DMF (8 mL) was stirred in a sealed-tube at 140° C. for 48 hours. To the reaction mixture was added H2O (40 mL). The mixture was extracted with EtOAc (2×20 mL). The combined organic layers were washed with brine (4×30 mL), dried over Na2SO4, and concentrated under vacuum. The residue was purified by prepara...